The task is: describe an organic reaction: reactants, conditions, products, and yield. This data is from the Open Reaction Database (ORD), a public repository of structured organic reaction records. The reactants are CCNc1cc(S(=O)(=O)NC2CCC(C(=O)N3CCN(C(=O)OC(C)(C)C)CC3c3ccccc3)CC2)ccc1Cl, ClCCl, ClCCl, O=C(O)C(F)(F)F, [Na+], [OH-], O. Yields the product CCNc1cc(S(=O)(=O)NC2CCC(C(=O)N3CCNCC3c3ccccc3)CC2)ccc1Cl. RXN SMILES: [Cl:1][c:2]1[c:3]([NH:39][CH2:40][CH3:41])[cH:4][c:5]([S:8](=[O:9])(=[O:10])[NH:11][CH:12]2[CH2:13][CH2:14][CH:15]([C:18](=[O:19])[N:20]3[CH:21]([c:33]4[cH:34][cH:35][cH:36][cH:37][cH:38]4)[CH2:22][N:23]([C:26]([O:27][C:28]([CH3:29])([CH3:30])[CH3:31])=[O:32])[CH2:24][CH2:25]3)[CH2:16][CH2:17]2)[cH:6][cH:7]1.[Cl:49][CH2:50][Cl:51].[Cl:52][CH2:53][Cl:54].[F:42][C:43]([F:44])([F:45])[C:46]([OH:47])=[O:48].[Na+:56].[OH-:55].[OH2:57]>>[Cl:1][c:2]1[c:3]([NH:39][CH2:40][CH3:41])[cH:4][c:5]([S:8](=[O:9])(=[O:10])[NH:11][CH:12]2[CH2:13][CH2:14][CH:15]([C:18](=[O:19])[N:20]3[CH:21]([c:33]4[cH:34][cH:35][cH:36][cH:37][cH:38]4)[CH2:22][NH:23][CH2:24][CH2:25]3)[CH2:16][CH2:17]2)[cH:6][cH:7]1. Reactants: CC(CC(=O)C(C)(C)C)=NCCN(C)C, [Na+], [Na+], O=S(=O)([O-])[O-]. Product: CC(=O)CC(C)=NCCN(C)C. As a reaction SMILES: [CH3:1][C:2]([CH3:3])([C:4]([CH2:5][C:6]([CH3:7])=[N:8][CH2:9][CH2:10][N:11]([CH3:12])[CH3:13])=[O:14])[CH3:15].[Na+:16].[Na+:17].[O-:18][S:19]([O-:20])(=[O:21])=[O:22]>>[CH3:2][C:4]([CH2:5][C:6]([CH3:7])=[N:8][CH2:9][CH2:10][N:11]([CH3:12])[CH3:13])=[O:14]. Reactants: C(C)(C)(C)OC(=O)C1NC(C(C1C1=C(C(=CC=C1)Cl)F)(C#N)C1=C(C=C(C=C1)Cl)F)CC(C)(C)C(=O)OC (rac-(2R,3S,4R,5S)-3-(3-chloro-2-fluoro-phenyl)-4-(4-chloro-2-fluoro-phenyl)-4-cyano-5-(2-methoxycarbonyl-2-methyl-propyl)-pyrrolidine-2-carboxylic acid tert-butyl ester), FC(C(=O)O)(F)F (trifluoroacetic acid). Solvent: ClCCl (dichloromethane). The product is FC(C(=O)O)(F)F.ClC=1C(=C(C=CC1)C1C(NC(C1(C#N)C1=C(C=C(C=C1)Cl)F)CC(C)(C)C(=O)OC)C(=O)O)F (rac-(2R,3S,4R,5S)-3-(3-chloro-2-fluoro-phenyl)-4-(4-chloro-2-fluoro-phenyl)-4-cyano-5-(2-methoxycarbonyl-2-methyl-propyl)-pyrrolidine-2-carboxylic acid trifluoroacetic acid). Isolated yield 97.0%. RXN SMILES: C([O:5][C:6]([CH:8]1[CH:12]([C:13]2[CH:18]=[CH:17][CH:16]=[C:15]([Cl:19])[C:14]=2[F:20])[C:11]([C:23]2[CH:28]=[CH:27][C:26]([Cl:29])=[CH:25][C:24]=2[F:30])([C:21]#[N:22])[CH:10]([CH2:31][C:32]([C:35]([O:37][CH3:38])=[O:36])([CH3:34])[CH3:33])[NH:9]1)=[O:7])(C)(C)C.[F:39][C:40]([F:45])([F:44])[C:41]([OH:43])=[O:42]>ClCCl>[F:39][C:40]([F:45])([F:44])[C:41]([OH:43])=[O:42].[Cl:19][C:15]1[C:14]([F:20])=[C:13]([CH:12]2[C:11]([C:23]3[CH:28]=[CH:27][C:26]([Cl:29])=[CH:25][C:24]=3[F:30])([C:21]#[N:22])[CH:10]([CH2:31][C:32]([C:35]([O:37][CH3:38])=[O:36])([CH3:34])[CH3:33])[NH:9][CH:8]2[C:6]([OH:7])=[O:5])[CH:18]=[CH:17][CH:16]=1 |f:3.4|. Procedure: In a manner similar to the method described in Example 25a, rac-(2R,3S,4R,5S)-3-(3-chloro-2-fluoro-phenyl)-4-(4-chloro-2-fluoro-phenyl)-4-cyano-5-(2-methoxycarbonyl-2-methyl-propyl)-pyrrolidine-2-carboxylic acid tert-butyl ester prepared in Example 104b (0.7 g, 1.23 mmol) was reacted trifluoroacetic acid in dichloromethane at room temperature to give rac-(2R,3S,4R,5S)-3-(3-chloro-2-fluoro-phenyl)-4-(4-chloro-2-fluoro-phenyl)-4-cyano-5-(2-methoxycarbonyl-2-methyl-propyl)-pyrrolidine-2-carboxylic ... Yields the product CCC(NC(=NC#N)Nc1cccnc1)c1cccc(Cl)c1. The reactants are CN1CCOCC1, CC(C)O, CCC(N)c1cccc(Cl)c1, N#CN=C(Nc1cccnc1)Oc1ccccc1. As a reaction SMILES: [CH3:30][N:31]1[CH2:32][CH2:33][O:34][CH2:35][CH2:36]1.[CH:37]([OH:38])([CH3:39])[CH3:40].[Cl:19][c:20]1[cH:21][c:22]([CH:26]([CH2:27][CH3:28])[NH2:29])[cH:23][cH:24][cH:25]1.[n:1]1[cH:2][c:3]([NH:7][C:8]([O:9][c:10]2[cH:11][cH:12][cH:13][cH:14][cH:15]2)=[N:16][C:17]#[N:18])[cH:4][cH:5][cH:6]1>>[n:1]1[cH:2][c:3]([NH:7][C:8](=[N:16][C:17]#[N:18])[NH:29][CH:26]([c:22]2[cH:21][c:20]([Cl:19])[cH:25][cH:24][cH:23]2)[CH2:27][CH3:28])[cH:4][cH:5][cH:6]1. Starting materials: C(C)(C)(C)OC(=O)N1C(CN(CC1)C(=O)OC(C)(C)C)C(OC(=S)SC)C1=C(C=CC=C1)N1C=NC=2N(C(N(C(C12)=O)C)=O)C (2-[1-[2-(1,3-Dimethyl-2,6-dioxo-1,2,3,6-tetrahydropurin-7-yl)-phenyl]-1-methylsulfanylthiocarbonyloxymethyl]piperazine-1,4-dicarboxylic acid di-tert-butyl ester), C(CCC)[SnH](CCCC)CCCC (tributyltin hydride), N(=NC(C#N)(C)C)C(C#N)(C)C (2,2′-azobis(isobutyronitrile)). Solvent: C1(=CC=CC=C1)C (toluene). The product is C(C)(C)(C)OC(=O)N1C(CN(CC1)C(=O)OC(C)(C)C)CC1=C(C=CC=C1)N1C=NC=2N(C(N(C(C12)=O)C)=O)C (2-[2-(1,3-Dimethyl-2,6-dioxo-1,2,3,6-tetrahydropurin-7-yl)benzyl]piperazine-1,4-dicarboxylic acid di-tert-butyl ester). The yield is 83.7%. As a reaction SMILES: [C:1]([O:5][C:6]([N:8]1[CH2:13][CH2:12][N:11]([C:14]([O:16][C:17]([CH3:20])([CH3:19])[CH3:18])=[O:15])[CH2:10][CH:9]1[CH:21]([C:27]1[CH:32]=[CH:31][CH:30]=[CH:29][C:28]=1[N:33]1[C:41]2[C:40](=[O:42])[N:39]([CH3:43])[C:38](=[O:44])[N:37]([CH3:45])[C:36]=2[N:35]=[CH:34]1)OC(SC)=S)=[O:7])([CH3:4])([CH3:3])[CH3:2].C([SnH](CCCC)CCCC)CCC.N(C(C)(C)C#N)=NC(C)(C)C#N>C1(C)C=CC=CC=1>[C:1]([O:5][C:6]([N:8]1[CH2:13][CH2:12][N:11]([C:14]([O:16][C:17]([CH3:19])([CH3:18])[CH3:20])=[O:15])[CH2:10][CH:9]1[CH2:21][C:27]1[CH:32]=[CH:31][CH:30]=[CH:29][C:28]=1[N:33]1[C:41]2[C:40](=[O:42])[N:39]([CH3:43])[C:38](=[O:44])[N:37]([CH3:45])[C:36]=2[N:35]=[CH:34]1)=[O:7])([CH3:2])([CH3:3])[CH3:4]. Procedure: 2-[1-[2-(1,3-Dimethyl-2,6-dioxo-1,2,3,6-tetrahydropurin-7-yl)-phenyl]-1-methylsulfanylthiocarbonyloxymethyl]piperazine-1,4-dicarboxylic acid di-tert-butyl ester (low polarity) (0.175 g), tributyltin hydride (0.25 g), and 2,2′-azobis(isobutyronitrile) (0.010 g) were dissolved in toluene (5 ml) under nitrogen atmosphere, and the mixture was heated to reflux for 2 hours. The reaction mixture was cooled and the solvent was removed by distillation at reduced pressure. The residue was purified by sili... Product: COC(=O)c1cc(OCC(N)=O)cc(C(=O)O)c1. As a reaction SMILES: [CH3:1][O:2][C:3]([c:4]1[cH:5][c:6]([C:7](=[O:8])[O:9][CH3:10])[cH:11][c:12]([O:14][CH2:15][C:16]([NH2:17])=[O:18])[cH:13]1)=[O:19].[CH3:22][OH:23].[Na+:21].[OH-:20]>>[O:2]=[C:3]([c:4]1[cH:5][c:6]([C:7](=[O:8])[O:9][CH3:10])[cH:11][c:12]([O:14][CH2:15][C:16]([NH2:17])=[O:18])[cH:13]1)[OH:19]. Starting materials: COC(=O)c1cc(OCC(N)=O)cc(C(=O)OC)c1, CO, [Na+], [OH-].